This data is from the Open Reaction Database (ORD), a public repository of structured organic reaction records. The task is: describe an organic reaction: reactants, conditions, products, and yield Reactants: C(O)([O-])=O.[Na+] (sodium hydrogencarbonate), C(C1=CC=CC=C1)OC(=O)NC(CC1=CC=CC=C1)CO (N-benzyloxycarbonyl-DL-phenylalaninol), [Br-].[Na+] (sodium bromide), Cl[O-].[Na+] (sodium hypochlorite). Solvent: O (water), C(C)(=O)OCC (ethyl acetate), C1(=CC=CC=C1)C (toluene). Run at time 1 hour. The product is C(C1=CC=CC=C1)OC(=O)NC(CC1=CC=CC=C1)C=O (N-benzyloxycarbonyl-DL-phenylalaninal). The yield is 72.5%. As a reaction SMILES: [CH2:1]([O:8][C:9]([NH:11][CH:12]([CH2:20][OH:21])[CH2:13][C:14]1[CH:19]=[CH:18][CH:17]=[CH:16][CH:15]=1)=[O:10])[C:2]1[CH:7]=[CH:6][CH:5]=[CH:4][CH:3]=1.[Br-].[Na+].Cl[O-].[Na+].C(=O)([O-])O.[Na+]>C(OCC)(=O)C.O.C1(C)C=CC=CC=1>[CH2:1]([O:8][C:9]([NH:11][CH:12]([CH:20]=[O:21])[CH2:13][C:14]1[CH:15]=[CH:16][CH:17]=[CH:18][CH:19]=1)=[O:10])[C:2]1[CH:3]=[CH:4][CH:5]=[CH:6][CH:7]=1 |f:1.2,3.4,5.6|. Procedure: To a solution of the objective compound of step (9) (87.8 g, 0.308 mol), 2,2,6,6-tetramethyl-1-piperidinyloxy free radical (480 mg 3.07 mmol) and sodium bromide (31.7 g, 0.308 mol) in ethyl acetate (900 mL)-toluene (900 mL) were added 6% sodium hypochlorite aqueous solution (PURELOX, 410 mL, 0.34 mol) and a solution of sodium hydrogencarbonate (75 g, 0.89 mol) in water (540 mL) with dropwise over 1.5 hours under ice-cooling, and the mixture was stirred for 1 hour. This reaction mixture was extra...